This data is from the Open Reaction Database (ORD), a public repository of structured organic reaction records. The task is: describe an organic reaction: reactants, conditions, products, and yield The reactants are O=C1N(CCN1)C=1SC(=CN1)C(=O)OC (methyl 2-(2-oxoimidazolidin-1-yl)thiazole-5-carboxylate), [H-].[Na+] (sodium hydride), BrCC1CC1 ((bromomethyl)cyclopropane). Reagents/catalysts: [I-].C(CCC)[N+](CCCC)(CCCC)CCCC (tetra-n-butylammonium iodide). The solvent is CN(C=O)C (N,N-dimethylformamide). Run at temperature 0 celsius, time 0.5 hour. Product: C1(CC1)CN1C(N(CC1)C=1SC(=CN1)C(=O)OC)=O (methyl 2-(3-(cyclopropylmethyl)-2-oxoimidazolidin-1-yl)thiazole-5-carboxylate). Yield: 24.0%. RXN SMILES: [O:1]=[C:2]1[NH:6][CH2:5][CH2:4][N:3]1[C:7]1[S:8][C:9]([C:12]([O:14][CH3:15])=[O:13])=[CH:10][N:11]=1.[H-].[Na+].Br[CH2:19][CH:20]1[CH2:22][CH2:21]1>CN(C)C=O.[I-].C([N+](CCCC)(CCCC)CCCC)CCC>[CH:20]1([CH2:19][N:6]2[CH2:5][CH2:4][N:3]([C:7]3[S:8][C:9]([C:12]([O:14][CH3:15])=[O:13])=[CH:10][N:11]=3)[C:2]2=[O:1])[CH2:22][CH2:21]1 |f:1.2,5.6|. Reported procedure: To a solution of methyl 2-(2-oxoimidazolidin-1-yl)thiazole-5-carboxylate (0.50 g, 2.20 mmol) in N,N-dimethylformamide (15 mL) was added sodium hydride (0.084 g, 3.52 mmol, 60% in mineral oil) at 0° C. The reaction mixture was stirred at 0° C. for 0.5 hours, followed by the addition of (bromomethyl)cyclopropane (0.36 g, 2.64 mmol) and catalytic amount of tetra-n-butylammonium iodide. The reaction mixture was stirred at ambient temperature for 20 hours. The solvent was concentrated in vacuo, then ... Starting materials: CCOC(=O)CBr, CC#N, COC1=CC(=O)NC1, [H-], [Na+]. The product is CCOC(=O)CN1CC(OC)=CC1=O. RXN SMILES: [CH2:9]([CH3:10])[O:11][C:12]([CH2:13][Br:14])=[O:15].[CH3:18][C:19]#[N:20].[CH3:1][O:2][C:3]1=[CH:4][C:5](=[O:8])[NH:6][CH2:7]1.[H-:16].[Na+:17]>>[CH3:1][O:2][C:3]1=[CH:4][C:5](=[O:8])[N:6]([CH2:13][C:12]([O:11][CH2:9][CH3:10])=[O:15])[CH2:7]1. The reactants are BrCC(=CCOC1=CC2=C(OCO2)C=C1)C (5-(4-bromo-3-methyl-2-butenyloxy)-1,3-benzodioxol), [Na].C(C(C)C)S[O-] (sodium isobutylthio alcoholate). Run in C1=CC=CC=C1 (benzene), C1=CC=CC=C1 (benzene). Product: C(C(C)C)SCC(=CCOC1=CC2=C(OCO2)C=C1)C (5-(4-isobutylthio-3-methyl-2-butenyloxy)-1,3-benzodioxol). As a reaction SMILES: Br[CH2:2][C:3]([CH3:16])=[CH:4][CH2:5][O:6][C:7]1[CH:15]=[CH:14][C:10]2[O:11][CH2:12][O:13][C:9]=2[CH:8]=1.[Na].[CH2:18]([S:22][O-])[CH:19]([CH3:21])[CH3:20]>C1C=CC=CC=1>[CH2:18]([S:22][CH2:2][C:3]([CH3:16])=[CH:4][CH2:5][O:6][C:7]1[CH:15]=[CH:14][C:10]2[O:11][CH2:12][O:13][C:9]=2[CH:8]=1)[CH:19]([CH3:21])[CH3:20] |f:1.2,^1:16|. Procedure: A solution of 4.3 g (0.015 mol) of 5-(4-bromo-3-methyl-2-butenyloxy)-1,3-benzodioxol in 50 cc of benzene is added at 25° to 1.7 g (0.015 mol) of sodium-isobutylthio alcoholate in 30 cc of benzene. The mixture is kept at reflux temperature for 13 hours, is subsequently filtered, washed with saturated salt solution and evaporated. The remaining yellow oil is chromatographed with hexane/ethyl acetate 7:1 on silica gel, whereby colourless 5-(4-isobutylthio-3-methyl-2-butenyloxy)-1,3-benzodioxol is o... The reactants are O1CCCC1 (tetrahydrofuran), FC1=CC=C(C2=CC=CC=C12)C(C)=O (4′-fluoro-1′-acetonaphthone), C(C)(C)(C)[S@@](=O)N ((R)-(+)-tert-butyl sulfinamide), [BH4-].[Na+] (sodium borohydride). Reagents/catalysts: CC([O-])C.CC([O-])C.CC([O-])C.CC([O-])C.[Ti+4] (Titanium tetraisopropoxide). Solvent: O (water), CO (Methanol). Run at temperature -78 celsius. Product: FC1=CC=C(C2=CC=CC=C12)[C@@H](C)NS(=O)C(C)(C)C (N-[(1R)-1-(4-Fluoronaphthalen-1-yl)ethyl]-2-methylpropane-2-sulfinamide). The yield is 35.9%. RXN SMILES: O1CCCC1.[F:6][C:7]1[C:16]2[C:11](=[CH:12][CH:13]=[CH:14][CH:15]=2)[C:10]([C:17](=O)[CH3:18])=[CH:9][CH:8]=1.[C:20]([S@:24]([NH2:26])=[O:25])([CH3:23])([CH3:22])[CH3:21].[BH4-].[Na+]>CC(C)[O-].CC(C)[O-].CC(C)[O-].CC(C)[O-].[Ti+4].O.CO>[F:6][C:7]1[C:16]2[C:11](=[CH:12][CH:13]=[CH:14][CH:15]=2)[C:10]([C@H:17]([NH:26][S:24]([C:20]([CH3:23])([CH3:22])[CH3:21])=[O:25])[CH3:18])=[CH:9][CH:8]=1 |f:3.4,5.6.7.8.9|. Procedure: Titanium tetraisopropoxide (3.0 mL, 10 mmol) was added to a tetrahydrofuran (20 mL) solution of 4′-fluoro-1′-acetonaphthone 0.94 mL (6.0 mmol) and (R)-(+)-tert-butyl sulfinamide (610 mg, 5.0 mmol), and the mixture was heated under reflux for one full day. The reaction mixture was cooled to −78° C., followed by addition of sodium borohydride (0.76 g, 20 mmol), and then the temperature of the mixture was gradually raised to room temperature. Methanol (5 mL) and then water (20 mL) were added to the... The reactants are ClC1=NC(=NC(N1)=O)N1CCC(CC1)(O)C1=CC=C(C=C1)F (6-Chloro-4-[4-(4-fluorophenyl)-4-hydroxypiperidin-1-yl]-1,3,5-triazin-2(1H)-one). Procedure: 6-Chloro-4-[4-(4-fluorophenyl)-4-hydroxypiperidin-1-yl]-1,3,5-triazin-2(1H)-one (239 mg, 0.74 mmol) synthesized in Reference Synthesis Example 13 and palladium hydroxide-activated carbon catalyst (24 mg) were used to obtain the title compound (264 mg, quantitative) by synthesis in a similar manner to Reference Synthesis Example 3. As a reaction SMILES: Cl[C:2]1[NH:7][C:6](=[O:8])[N:5]=[C:4]([N:9]2[CH2:14][CH2:13][C:12]([C:16]3[CH:21]=[CH:20][C:19]([F:22])=[CH:18][CH:17]=3)([OH:15])[CH2:11][CH2:10]2)[N:3]=1>[OH-].[Pd+2].[OH-]>[F:22][C:19]1[CH:20]=[CH:21][C:16]([C:12]2([OH:15])[CH2:13][CH2:14][N:9]([C:4]3[N:3]=[CH:2][NH:7][C:6](=[O:8])[N:5]=3)[CH2:10][CH2:11]2)=[CH:17][CH:18]=1 |f:1.2.3|. The reagents and catalysts are [OH-].[Pd+2].[OH-] (palladium hydroxide). Product: FC1=CC=C(C=C1)C1(CCN(CC1)C1=NC(NC=N1)=O)O (4-[4-(4-Fluorophenyl)-4-hydroxy-piperidin-1-yl]-1,3,5-triazin-2(1H)-one). Yield: 122.9%. Starting materials: O.NN (hydrazine hydrate), ferric chloride, C (charcoal), NC1=NC=C(C=C1[N+](=O)[O-])C1=CC=C(C=C1)Br (2-amino-5-(4-bromphenyl)-3-nitropyridine). The solvent is CO (methanol). Run at time 24 hour. The product is NC1=NC=C(C=C1N)C1=CC=C(C=C1)Br (2,3-Diamino-5-(4-bromphenyl)pyridine). The yield is 51.1%. RXN SMILES: C.[NH2:2][C:3]1[C:8]([N+:9]([O-])=O)=[CH:7][C:6]([C:12]2[CH:17]=[CH:16][C:15]([Br:18])=[CH:14][CH:13]=2)=[CH:5][N:4]=1.O.NN>CO>[NH2:2][C:3]1[C:8]([NH2:9])=[CH:7][C:6]([C:12]2[CH:13]=[CH:14][C:15]([Br:18])=[CH:16][CH:17]=2)=[CH:5][N:4]=1 |f:2.3|. Reported procedure: 0.145 g of ferric chloride and 0.12 g of activated charcoal are added to a suspension of 0.98 g of 2-amino-5-(4-bromphenyl)-3-nitropyridine (starting material H2) in 30 ml of methanol and the mixture is heated under reflux. 0.725 ml of hydrazine hydrate are added slowly and reflux is continued for 24 hours. After cooling the mixture is filtered and the filtrate is evaporated. The residue is partitioned between sodium-EDTA-solution (0.25M; pH 9–10) and dichloromethane. The organic phase is evapor... The reactants are O=C([O-])[O-], CC(=O)CC(C)=O, CC(=O)[O-], CCO, [K+], O=N[O-], NC(=O)c1ccc(N)cc1, [Na+], [Na+], [Na+], O=[N+]([O-])O, O=P(O)(O)O. Yields the product CC(=O)C(=NNc1ccc(C(N)=O)cc1)C(C)=O. RXN SMILES: [C:36](=[O:37])([O-:38])[O-:39].[CH3:24][C:25]([CH2:26][C:27]([CH3:28])=[O:29])=[O:30].[CH3:32][C:33](=[O:34])[O-:35].[CH3:42][CH2:43][OH:44].[K+:31].[N:20]([O-:21])=[O:22].[NH2:1][c:2]1[cH:3][cH:4][c:5]([C:6](=[O:7])[NH2:8])[cH:9][cH:10]1.[Na+:23].[Na+:40].[Na+:41].[OH:16][N+:17](=[O:18])[O-:19].[P:11](=[O:12])([OH:13])([OH:14])[OH:15]>>[NH:1]([c:2]1[cH:3][cH:4][c:5]([C:6](=[O:7])[NH2:8])[cH:9][cH:10]1)[N:20]=[C:26]([C:25]([CH3:24])=[O:30])[C:27]([CH3:28])=[O:29]. Reactants: C1(=CC=CC=C1)B(O)O (phenylboronic acid), [F-].[K+] (potassium fluoride), BrC1=CC=C(C=C1)O (4-bromophenol). Reagents/catalysts: C(C)(=O)[O-].[Pd+2].C(C)(=O)[O-] (palladium acetate), C(C)(C)(C)P(C1=C(C=CC=C1)C1=CC=CC=C1)C(C)(C)C (2-(di-tert-butylphosphino)biphenyl). Yields the product OC1=CC=C(C=C1)C1=CC=CC=C1 (4-hydroxybiphenyl). The yield is 90.5%. As a reaction SMILES: [C:1]1(B(O)O)[CH:6]=[CH:5][CH:4]=[CH:3][CH:2]=1.[F-].[K+].Br[C:13]1[CH:18]=[CH:17][C:16]([OH:19])=[CH:15][CH:14]=1>C([O-])(=O)C.[Pd+2].C([O-])(=O)C.C(P(C(C)(C)C)C1C=CC=CC=1C1C=CC=CC=1)(C)(C)C>[OH:19][C:16]1[CH:17]=[CH:18][C:13]([C:1]2[CH:6]=[CH:5][CH:4]=[CH:3][CH:2]=2)=[CH:14][CH:15]=1 |f:1.2,4.5.6|. Procedure details: An oven dried resealable Schlenk tube was evacuated and backfilled with argon and charged with palladium acetate (2.2 mg, 0.01 mmol, 1.0 mol %), 2-(di-tert-butylphosphino)biphenyl (6.0 mg, 0.02 mmol, 2.0 mol %), phenylboronic acid (183 mg, 1.5 mmol), potassium fluoride (174 mg, 3.0 mmol), and 4-bromophenol (173 mg, 1.0 mmol). The tube was evacuated and backfilled with argon, and THF (1 mL) was added through a rubber septum. The tube was sealed with a teflon screwcap, and the reaction mixture was... The reactants are CC(C)(C)OC(=O)CBr, CC(C)CN. Product: CC(C)CNCC(=O)OC(C)(C)C. Reaction SMILES: [Br:1][CH2:2][C:3](=[O:4])[O:5][C:6]([CH3:7])([CH3:8])[CH3:9].[CH2:10]([CH:11]([CH3:12])[CH3:13])[NH2:14]>>[CH2:2]([C:3](=[O:4])[O:5][C:6]([CH3:7])([CH3:8])[CH3:9])[NH:14][CH2:10][CH:11]([CH3:12])[CH3:13]. Starting materials: Br (HBr), COC=1C=C(C=CC1)C(=O)C1=CC=CC=C1 ((3-methoxyphenyl)(phenyl)methanone), CCOC(=O)C (AcOEt). Run in CC(=O)O (AcOH). Conditions: temperature 90 celsius, time 18 hour. Yields the product OC=1C=C(C=CC1)C(=O)C1=CC=CC=C1 ((3-Hydroxyphenyl)(phenyl)methanone). Yield: 90.2%. RXN SMILES: C[O:2][C:3]1[CH:4]=[C:5]([C:9]([C:11]2[CH:16]=[CH:15][CH:14]=[CH:13][CH:12]=2)=[O:10])[CH:6]=[CH:7][CH:8]=1.Br.CCOC(C)=O>CC(O)=O>[OH:2][C:3]1[CH:4]=[C:5]([C:9]([C:11]2[CH:16]=[CH:15][CH:14]=[CH:13][CH:12]=2)=[O:10])[CH:6]=[CH:7][CH:8]=1. Procedure details: 1458 g (6.9 mol) of (3-methoxyphenyl)(phenyl)methanone was dissolved in 2090 mL of AcOH. To this solution, 2320 ml (20.6 mol) of 48% HBr was added and the mixture was stirred at 90° C. for 18 hours. The reaction was monitored by TLC (AcOEt:hex 1:9). After the reaction was completed the mixture was cooled down to RT and poured into ice with stirring. The precipitated solid was filtered, washed with water and dried yielding the title compound as a white solid (1234 g, 91%).